This data is from the Open Reaction Database (ORD), a public repository of structured organic reaction records. The task is: describe an organic reaction: reactants, conditions, products, and yield Yields the product CC(=O)N(C)c1cccc(Sc2ccc([N+](=O)[O-])cc2)c1. Starting materials: CN(C)C=O, [H-], CC(=O)Nc1cccc(Sc2ccc([N+](=O)[O-])cc2)c1, [Na+]. RXN SMILES: [CH3:23][N:24]([CH3:25])[CH:26]=[O:27].[H-:2].[N+:3](=[O:4])([O-:5])[c:6]1[cH:7][cH:8][c:9]([S:12][c:13]2[cH:14][c:15]([NH:19][C:20]([CH3:21])=[O:22])[cH:16][cH:17][cH:18]2)[cH:10][cH:11]1.[Na+:1]>>[N+:3](=[O:4])([O-:5])[c:6]1[cH:7][cH:8][c:9]([S:12][c:13]2[cH:14][c:15]([N:19]([C:20]([CH3:21])=[O:22])[CH3:23])[cH:16][cH:17][cH:18]2)[cH:10][cH:11]1.